Dataset: the Open Reaction Database (ORD), a public repository of structured organic reaction records. Task: describe an organic reaction: reactants, conditions, products, and yield Starting materials: C(C1=CC=CC=C1)OC1=NC(=NC=C1)OC1=C(C=C(C(=C1)N1C(N(C(=CC1=O)C(F)(F)F)C)=O)F)Cl (4-benzyloxy-2-{2-chloro-4-fluoro-5-[3-methyl-2,6-dioxo-4-(trifluoromethyl)-1,2,3,6-tetrahydropyrimidin-1-yl]phenoxy}pyrimidine), O (water). The solvent is FC(C(=O)O)(F)F (trifluoroacetic acid). Yields the product ClC1=C(OC2=NC=CC(=N2)O)C=C(C(=C1)F)N1C(N(C(=CC1=O)C(F)(F)F)C)=O (2-{2-chloro-4-fluoro-5-[3-methyl-2,6-dioxo-4-(trifluoromethyl)-1,2,3,6-tetrahydropyrimidin-1-yl]phenoxy}-4-hydroxy-pyrimidine). Yield: 36.2%. RXN SMILES: C([O:8][C:9]1[CH:14]=[CH:13][N:12]=[C:11]([O:15][C:16]2[CH:21]=[C:20]([N:22]3[C:27](=[O:28])[CH:26]=[C:25]([C:29]([F:32])([F:31])[F:30])[N:24]([CH3:33])[C:23]3=[O:34])[C:19]([F:35])=[CH:18][C:17]=2[Cl:36])[N:10]=1)C1C=CC=CC=1.O>FC(F)(F)C(O)=O>[Cl:36][C:17]1[CH:18]=[C:19]([F:35])[C:20]([N:22]2[C:27](=[O:28])[CH:26]=[C:25]([C:29]([F:30])([F:31])[F:32])[N:24]([CH3:33])[C:23]2=[O:34])=[CH:21][C:16]=1[O:15][C:11]1[N:10]=[C:9]([OH:8])[CH:14]=[CH:13][N:12]=1. Procedure: A solution of 1 g of 4-benzyloxy-2-{2-chloro-4-fluoro-5-[3-methyl-2,6-dioxo-4-(trifluoromethyl)-1,2,3,6-tetrahydropyrimidin-1-yl]phenoxy}pyrimidine in trifluoroacetic acid was stirred for 2 hours at 70° C. This reaction solution was cooled to room temperature, then, poured into water, and filterated to obtain 0.3 g of 2-{2-chloro-4-fluoro-5-[3-methyl-2,6-dioxo-4-(trifluoromethyl)-1,2,3,6-tetrahydropyrimidin-1-yl]phenoxy}-4-hydroxy-pyrimidine. The reactants are C(C)(C)(C)OC(=O)N[C@@H](CC(=O)N1[C@@H](C(NCCC1)=O)C)CC1=C(C=C(C(=C1)F)F)F ((3R)-4-[(3R)-3-[(tert-Butoxycarbonyl)amino]-4-(2,4,5-trifluorophenyl)butanoyl]hexahydro-3-methyl-2H-1,4-diazepin-2-one), Cl (hydrogen chloride). Solvent: O1CCOCC1 (dioxane). Run at time 2.5 hour. Product: Cl.N[C@@H](CC(=O)N1[C@@H](C(NCCC1)=O)C)CC1=C(C=C(C(=C1)F)F)F ((3R)-4-[(3R)-3-Amino-4-(2,4,5-trifluorophenyl)butanoyl]hexahydro-3-methyl-2H-1,4-diazepin-2-one hydrochloride). RXN SMILES: C(OC([NH:8][C@H:9]([CH2:22][C:23]1[CH:28]=[C:27]([F:29])[C:26]([F:30])=[CH:25][C:24]=1[F:31])[CH2:10][C:11]([N:13]1[CH2:19][CH2:18][CH2:17][NH:16][C:15](=[O:20])[C@H:14]1[CH3:21])=[O:12])=O)(C)(C)C.[ClH:32]>O1CCOCC1>[ClH:32].[NH2:8][C@H:9]([CH2:22][C:23]1[CH:28]=[C:27]([F:29])[C:26]([F:30])=[CH:25][C:24]=1[F:31])[CH2:10][C:11]([N:13]1[CH2:19][CH2:18][CH2:17][NH:16][C:15](=[O:20])[C@H:14]1[CH3:21])=[O:12] |f:3.4|. Procedure: (3R)-4-[(3R)-3-[(tert-Butoxycarbonyl)amino]-4-(2,4,5-trifluorophenyl)butanoyl]hexahydro-3-methyl-2H-1,4-diazepin-2-one from Step E was treated with 4N hydrogen chloride in dioxane, stirred for 2.5 h and evaporated to yield the title compound. LC/MS 344.1 (M+1). The reactants are BrC=1C=NC=C(C(=O)O)C1 (5-bromonicotinic acid), CS(=O)(=N)C=1C=C(C(=O)OC)C=CC1 (methyl 3-(S-methylsulfonimidoyl)benzoate). The product is BrC=1C=C(C=NC1)C(=O)N=S(=O)(C)C=1C=C(C(=O)OC)C=CC1 (Methyl 3-{N-[(5-bromopyridin-3-yl)carbonyl]-S-methylsulfonimidoyl}benzoate). RXN SMILES: [Br:1][C:2]1[CH:3]=[N:4][CH:5]=[C:6]([CH:10]=1)[C:7]([OH:9])=O.[CH3:11][S:12]([C:15]1[CH:16]=[C:17]([CH:22]=[CH:23][CH:24]=1)[C:18]([O:20][CH3:21])=[O:19])(=[NH:14])=[O:13]>>[Br:1][C:2]1[CH:10]=[C:6]([C:7]([N:14]=[S:12]([C:15]2[CH:16]=[C:17]([CH:22]=[CH:23][CH:24]=2)[C:18]([O:20][CH3:21])=[O:19])([CH3:11])=[O:13])=[O:9])[CH:5]=[N:4][CH:3]=1. Procedure details: In a manner similar to that described in Example 480 (step 6), 5-bromonicotinic acid and methyl 3-(S-methylsulfonimidoyl)benzoate were reacted to give the title compound. Run in CO (Methanol). Reactants: C(C)OC(=O)C1(CCN(CC1)CC1=CC=NC=C1)S(=O)(=O)C1=CC=C(C=C1)OCCCC (4-(4-Butoxy-benzenesulfonyl)-1-pyridin-4-ylmethyl-piperidine-4-carboxylic acid ethyl ester), [OH-].[Na+] (NaOH). As a reaction SMILES: C([O:3][C:4]([C:6]1([S:19]([C:22]2[CH:27]=[CH:26][C:25]([O:28][CH2:29][CH2:30][CH2:31][CH3:32])=[CH:24][CH:23]=2)(=[O:21])=[O:20])[CH2:11][CH2:10][N:9]([CH2:12][C:13]2[CH:18]=[CH:17][N:16]=[CH:15][CH:14]=2)[CH2:8][CH2:7]1)=[O:5])C.[OH-].[Na+]>CO>[CH2:29]([O:28][C:25]1[CH:26]=[CH:27][C:22]([S:19]([C:6]2([C:4]([OH:5])=[O:3])[CH2:7][CH2:8][N:9]([CH2:12][C:13]3[CH:18]=[CH:17][N:16]=[CH:15][CH:14]=3)[CH2:10][CH2:11]2)(=[O:20])=[O:21])=[CH:23][CH:24]=1)[CH2:30][CH2:31][CH3:32] |f:1.2|. Procedure: 4-(4-Butoxy-benzenesulfonyl)-1-pyridin-4-ylmethyl-piperidine-4-carboxylic acid was prepared starting from 4-(4-Butoxy-benzenesulfonyl)-1-pyridin-4-ylmethyl-piperidine-4-carboxylic acid ethyl ester (3.0 g, 6.5 mmol) dissolved in TBF:Methanol (75: 50 ml) and 10 N NaOH (20 ml). The resulting reaction mixture was worked up as outlined in example 83. Yield 1.2 g (42%); off white solid; MS: 433.0 (M+H)+ The product is C(CCC)OC1=CC=C(C=C1)S(=O)(=O)C1(CCN(CC1)CC1=CC=NC=C1)C(=O)O (4-(4-Butoxy-benzenesulfonyl)-1-pyridin-4-ylmethyl-piperidine-4-carboxylic acid). Reactants: C(C1=CC=CC=C1)OC=1C=C(C2=C(NC(CO2)=O)C1)C(C(O)OCC)O (6-benzyloxy-8-(2-ethoxy-1,2-dihydroxy-ethyl)-4H-benzo[1,4]oxazin-3-one), NC(CCN1C(NC2=C1C=CC=C2)=O)(C)C (1-(3-amino-3-methyl-butyl)-1,3-dihydro-benzimidazol-2-one). The product is CC(CCN1C(NC2=C1C=CC=C2)=O)(C)NCC(O)C2=CC(=CC=1NC(COC12)=O)O (8-{2-[1,1-dimethyl-3-(2-oxo-2,3-dihydro-benzimidazol-1-yl)-propylamino]-1-hydroxy-ethyl}-6-hydroxy-4H-benzo[1,4]oxazin-3-one). Reaction SMILES: C([O:8][C:9]1[CH:10]=[C:11]([CH:20]([OH:26])[CH:21](OCC)O)[C:12]2[O:17][CH2:16][C:15](=[O:18])[NH:14][C:13]=2[CH:19]=1)C1C=CC=CC=1.[NH2:27][C:28]([CH3:42])([CH3:41])[CH2:29][CH2:30][N:31]1[C:35]2[CH:36]=[CH:37][CH:38]=[CH:39][C:34]=2[NH:33][C:32]1=[O:40]>>[CH3:42][C:28]([NH:27][CH2:21][CH:20]([C:11]1[C:12]2[O:17][CH2:16][C:15](=[O:18])[NH:14][C:13]=2[CH:19]=[C:9]([OH:8])[CH:10]=1)[OH:26])([CH3:41])[CH2:29][CH2:30][N:31]1[C:35]2[CH:36]=[CH:37][CH:38]=[CH:39][C:34]=2[NH:33][C:32]1=[O:40]. Reported procedure: The target compound is obtained according to general method 2 from 357 mg (1 mmol) 6-benzyloxy-8-(2-ethoxy-1,2-dihydroxy-ethyl)-4H-benzo[1,4]oxazin-3-one and 219 mg (1 mmol) 1-(3-amino-3-methyl-butyl)-1,3-dihydro-benzimidazol-2-one. Yield: 187 mg (44%); mass spectroscopy: [M+H]+=427.